Dataset: the Open Reaction Database (ORD), a public repository of structured organic reaction records. Task: describe an organic reaction: reactants, conditions, products, and yield The reactants are O (water), NC=1OC(=C(C1C#N)C1=CC=CC=C1)C1=CC=CC=C1 (2-amino-4,5-diphenylfuran-3-carbonitrile), C(=O)O (formic acid), C(C)(=O)OC(C)=O (acetic anhydride). Run at temperature 0 celsius, time 1 hour. Product: C1(=CC=CC=C1)C1=C(OC=2N=CNC(C21)=O)C2=CC=CC=C2 (5,6-diphenylfuro[2,3-d]pyrimidin-4(3H)-one). The yield is 95.0%. As a reaction SMILES: [NH2:1][C:2]1[O:3][C:4]([C:15]2[CH:20]=[CH:19][CH:18]=[CH:17][CH:16]=2)=[C:5]([C:9]2[CH:14]=[CH:13][CH:12]=[CH:11][CH:10]=2)[C:6]=1[C:7]#[N:8].[CH:21](O)=O.C(OC(=O)C)(=O)C.[OH2:31]>>[C:9]1([C:5]2[C:6]3[C:2](=[O:3])[NH:1][CH:21]=[N:8][C:7]=3[O:31][C:4]=2[C:15]2[CH:20]=[CH:19][CH:18]=[CH:17][CH:16]=2)[CH:14]=[CH:13][CH:12]=[CH:11][CH:10]=1. Procedure details: A mixture of 2-amino-4,5-diphenylfuran-3-carbonitrile (2.0 g) and formic acid (24 mL) was cooled to 0° C. and acetic anhydride (24 mL) was added dropwise. The resulting mixture was stirred for 1 h. The reaction mixture was then warmed to 100° C. and stirred for 16 h. The reaction mixture was cooled and water was added (40 mL). The precipitated was filtered and washed thoroughly with water and hexanes to give 5,6-diphenylfuro[2,3-d]pyrimidin-4(3H)-one (2.1 g, 95%). 1H NMR (300 MHz, CDCl3): δ 7.94... Reactants: FC1=C(C(=C(C2=CC=CC=C12)OS(=O)(=O)C(F)(F)F)C(C(=O)OCC)=O)C (ethyl 2-(4-fluoro-3-methyl-1-(trifluoromethylsulfonyloxy)naphthalen-2-yl)-2-oxoacetate), C(=O)=O.CC#N (dry ice CH3CN), C(=O)([O-])[O-].[Na+].[Na+] (Na2CO3), [B]1OC2=CC=CC=C2O1 (catecholborane). Reagents/catalysts: B1(N2CCC[C@@H]2C(O1)(C3=CC=CC=C3)C4=CC=CC=C4)C ((R) —CBS catalyst). Run in C1(=CC=CC=C1)C (PhMe), CCOC(=O)C (EtOAc). Reaction conditions: temperature -20 celsius, time 30 minute. Yields the product FC1=C(C(=C(C2=CC=CC=C12)OS(=O)(=O)C(F)(F)F)[C@@H](C(=O)OCC)O)C ((S)-ethyl 2-(4-fluoro-3-methyl-1-(trifluoromethylsulfonyloxy)naphthalen-2-yl)-2-hydroxyacetate). Isolated yield 94.2%. RXN SMILES: [F:1][C:2]1[C:11]2[C:6](=[CH:7][CH:8]=[CH:9][CH:10]=2)[C:5]([O:12][S:13]([C:16]([F:19])([F:18])[F:17])(=[O:15])=[O:14])=[C:4]([C:20](=[O:26])[C:21]([O:23][CH2:24][CH3:25])=[O:22])[C:3]=1[CH3:27].C(=O)=O.CC#N.[B]1OC2C(=CC=CC=2)O1.C([O-])([O-])=O.[Na+].[Na+]>C1(C)C=CC=CC=1.B1(C)OC(C2C=CC=CC=2)(C2C=CC=CC=2)[C@@H]2N1CCC2.CCOC(C)=O>[F:1][C:2]1[C:11]2[C:6](=[CH:7][CH:8]=[CH:9][CH:10]=2)[C:5]([O:12][S:13]([C:16]([F:18])([F:17])[F:19])(=[O:14])=[O:15])=[C:4]([C@H:20]([OH:26])[C:21]([O:23][CH2:24][CH3:25])=[O:22])[C:3]=1[CH3:27] |f:1.2,4.5.6,^1:33|. Procedure details: A solution of ethyl 2-(4-fluoro-3-methyl-1-(trifluoromethylsulfonyloxy)naphthalen-2-yl)-2-oxoacetate (1.08 g, 2.64 mmol) in PhMe (20 mL) was cooled to −40° C. (dry ice/CH3CN bath). (R) —CBS catalyst (146 mg, 0.528 mmol) was introduced. Distilled catecholborane (423 μL) was added dropwise over a 5 min period. After 30 min, the reaction was warmed to −20° C. and treated with EtOAc (20 mL). Then 15% Na2CO3 (10 mL) was added. The reaction was warmed to 23° C. and stirred vigorously. The organic phas...